This data is from the Open Reaction Database (ORD), a public repository of structured organic reaction records. The task is: describe an organic reaction: reactants, conditions, products, and yield Reactants: C(C(=O)C1=CC=CC=C1)Cl (Phenacyl chloride), O1CCN(CC1)C1=CC(SS1)=S (5-morpholino-1,2-dithiol-3-thione). Run in C(C)O (ethanol). Conditions: temperature 10 celsius. Product: [Cl-].C(C(=O)C1=CC=CC=C1)SC1=CC(SS1)=[N+]1CCOCC1 (N-(5-phenacylthio-1,2-dithiol-3-ylidene)-morpholinium chloride). The yield is 85.2%. As a reaction SMILES: [CH2:1]([Cl:10])[C:2]([C:4]1[CH:9]=[CH:8][CH:7]=[CH:6][CH:5]=1)=[O:3].[O:11]1[CH2:16][CH2:15][N:14]([C:17]2[S:21][S:20][C:19](=[S:22])[CH:18]=2)[CH2:13][CH2:12]1>C(O)C>[Cl-:10].[CH2:1]([S:22][C:19]1[S:20][S:21][C:17](=[N+:14]2[CH2:15][CH2:16][O:11][CH2:12][CH2:13]2)[CH:18]=1)[C:2]([C:4]1[CH:9]=[CH:8][CH:7]=[CH:6][CH:5]=1)=[O:3] |f:3.4|. Procedure: Phenacyl chloride (10.5 g) is added to a suspension of 5-morpholino-1,2-dithiol-3-thione (9.85 g) in ethanol (200 cc), and the reaction mixture is kept under reflux for 3 hours. After cooling to a temperature of about 10° C., the insoluble product formed is filtered off and washed with ethanol (30 cc). After drying, N-(5-phenacylthio-1,2-dithiol-3-ylidene)-morpholinium chloride (14.3 g) is obtained, which melts at 138° C. and is solvated by 9% of ethanol. As a reaction SMILES: [Br:1][c:2]1[cH:3][cH:4][c:5]([S:8](=[O:9])(=[O:10])[N:11]([CH3:12])[C:13]([CH3:14])([CH3:15])[CH3:16])[cH:6][cH:7]1.[CH3:17][O:18][C:19]([c:20]1[cH:21][cH:22][c:23]([B:26]2[O:27][C:28]([CH3:29])([CH3:30])[C:31]([CH3:32])([CH3:33])[O:34]2)[cH:24][cH:25]1)=[O:35].[CH:36]1([P:37]([CH:38]2[CH2:39][CH2:40][CH2:41][CH2:42][CH2:43]2)[CH:44]2[CH2:45][CH2:46][CH2:47][CH2:48][CH2:49]2)[CH2:50][CH2:51][CH2:52][CH2:53][CH2:54]1.[O-:56][C:57]([CH3:58])=[O:59].[O-:60][C:61]([CH3:62])=[O:63].[Pd+2:55]>>[c:2]1(-[c:23]2[cH:22][cH:21][c:20]([C:19]([O:18][CH3:17])=[O:35])[cH:25][cH:24]2)[cH:3][cH:4][c:5]([S:8](=[O:9])(=[O:10])[N:11]([CH3:12])[C:13]([CH3:14])([CH3:15])[CH3:16])[cH:6][cH:7]1. Reactants: CN(C(C)(C)C)S(=O)(=O)c1ccc(Br)cc1, COC(=O)c1ccc(B2OC(C)(C)C(C)(C)O2)cc1, C1CCC(P(C2CCCCC2)C2CCCCC2)CC1, CC(=O)[O-], CC(=O)[O-], [Pd+2]. Yields the product COC(=O)c1ccc(-c2ccc(S(=O)(=O)N(C)C(C)(C)C)cc2)cc1. Yields the product C[Si](C)(C)CCOCn1c(N2CCN(c3ncccc3C(F)(F)F)CC2)nc2c(Br)cc(C(F)(F)F)cc21. RXN SMILES: [Br:1][c:2]1[cH:3][c:4]([C:27]([F:28])([F:29])[F:30])[cH:5][c:6]2[nH:7][c:8]([N:11]3[CH2:12][CH2:13][N:14]([c:17]4[n:18][cH:19][cH:20][cH:21][c:22]4[C:23]([F:24])([F:25])[F:26])[CH2:15][CH2:16]3)[n:9][c:10]12.[CH3:31][Si:32]([CH2:33][CH2:34][O:35][CH2:36][Cl:37])([CH3:38])[CH3:39].[Cl:40][CH2:41][Cl:42]>>[Br:1][c:2]1[cH:3][c:4]([C:27]([F:28])([F:29])[F:30])[cH:5][c:6]2[n:7]([CH2:36][O:35][CH2:34][CH2:33][Si:32]([CH3:31])([CH3:38])[CH3:39])[c:8]([N:11]3[CH2:12][CH2:13][N:14]([c:17]4[n:18][cH:19][cH:20][cH:21][c:22]4[C:23]([F:24])([F:25])[F:26])[CH2:15][CH2:16]3)[n:9][c:10]12. The reactants are FC(F)(F)c1cc(Br)c2nc(N3CCN(c4ncccc4C(F)(F)F)CC3)[nH]c2c1, C[Si](C)(C)CCOCCl, ClCCl. Reactants: [Al+3], CCOC(C)=O, COCCOC, O=C1OC2CC3CC(C2)OC1O3, [H-], [H-], [H-], [H-], [Li+]. Product: OCC1OC2CC(O)CC(C2)O1. As a reaction SMILES: [Al+3:14].[CH3:19][CH2:20][O:21][C:22](=[O:23])[CH3:24].[CH3:25][O:26][CH2:27][CH2:28][O:29][CH3:30].[CH:1]12[O:2][C:3](=[O:12])[CH:4]3[O:5][CH:6]([CH2:7][CH:8]([CH2:9]1)[O:10]3)[CH2:11]2.[H-:13].[H-:16].[H-:17].[H-:18].[Li+:15]>>[CH:1]1([OH:2])[CH2:9][CH:8]2[CH2:7][CH:6]([O:5][CH:4]([CH2:3][OH:12])[O:10]2)[CH2:11]1. Starting materials: BrC1=C(C=CC2=CC(=CC=C12)C(=O)C1=C(OC2=C1C=CC=C2)CCCC)O (1-bromo-6-(2-butyl-benzofuran-3-carbonyl)-naphthalen-2-ol), BrCC(=O)OC (methyl bromoacetate). The product is BrC1=C(C=CC2=CC(=CC=C12)C(=O)C1=C(OC2=C1C=CC=C2)CCCC)OCC(=O)O ([1-Bromo-6-(2-butyl-benzofuran-3-carbonyl)-naphthalen-2-yloxy]-acetic acid). RXN SMILES: [Br:1][C:2]1[C:11]2[C:6](=[CH:7][C:8]([C:12]([C:14]3[C:18]4[CH:19]=[CH:20][CH:21]=[CH:22][C:17]=4[O:16][C:15]=3[CH2:23][CH2:24][CH2:25][CH3:26])=[O:13])=[CH:9][CH:10]=2)[CH:5]=[CH:4][C:3]=1[OH:27].Br[CH2:29][C:30]([O:32]C)=[O:31]>>[Br:1][C:2]1[C:11]2[C:6](=[CH:7][C:8]([C:12]([C:14]3[C:18]4[CH:19]=[CH:20][CH:21]=[CH:22][C:17]=4[O:16][C:15]=3[CH2:23][CH2:24][CH2:25][CH3:26])=[O:13])=[CH:9][CH:10]=2)[CH:5]=[CH:4][C:3]=1[O:27][CH2:29][C:30]([OH:32])=[O:31]. Procedure details: The title compound was prepared from 1-bromo-6-(2-butyl-benzofuran-3-carbonyl)-naphthalen-2-ol, and methyl bromoacetate, in substantially the same manner, as described in Example 4, and was obtained as a white solid, mp 163-165° C.; MS m/e 680 (M+); Starting materials: COC(=O)c1ccc(OCC2(O)CCN(CCc3ccc(C#N)cc3)CC2)cc1, [Li]CCCC, CCCCCCCCS, CCCCCC, CN(C)P(=O)(N(C)C)N(C)C, C1CCOC1, O. Product: N#Cc1ccc(CCN2CCC(O)(COc3ccc(C(=O)O)cc3)CC2)cc1. RXN SMILES: [C:15](#[N:16])[c:17]1[cH:18][cH:19][c:20]([CH2:23][CH2:24][N:25]2[CH2:26][CH2:27][C:28]([OH:31])([CH2:32][O:33][c:34]3[cH:35][cH:36][c:37]([C:38](=[O:39])[O:40][CH3:41])[cH:42][cH:43]3)[CH2:29][CH2:30]2)[cH:21][cH:22]1.[CH2:10]([Li:11])[CH2:12][CH2:13][CH3:14].[CH2:1]([SH:2])[CH2:3][CH2:4][CH2:5][CH2:6][CH2:7][CH2:8][CH3:9].[CH3:44][CH2:45][CH2:46][CH2:47][CH2:48][CH3:49].[CH3:51][N:52]([CH3:53])[P:54]([N:55]([CH3:56])[CH3:57])([N:58]([CH3:59])[CH3:60])=[O:61].[O:62]1[CH2:63][CH2:64][CH2:65][CH2:66]1.[OH2:50]>>[C:15](#[N:16])[c:17]1[cH:18][cH:19][c:20]([CH2:23][CH2:24][N:25]2[CH2:26][CH2:27][C:28]([OH:31])([CH2:32][O:33][c:34]3[cH:35][cH:36][c:37]([C:38](=[O:39])[OH:40])[cH:42][cH:43]3)[CH2:29][CH2:30]2)[cH:21][cH:22]1. Reactants: O=C([O-])[O-], Clc1nsnc1-c1cccnc1, [K+], [K+], [Na+], CN(C)C=O, O, [SH-], ClCCCc1cccs1. Yields the product c1cncc(-c2nsnc2SCCCc2cccs2)c1. RXN SMILES: [C:13](=[O:14])([O-:15])[O-:16].[Cl:1][c:2]1[n:3][s:4][n:5][c:6]1-[c:7]1[cH:8][n:9][cH:10][cH:11][cH:12]1.[K+:17].[K+:18].[Na+:21].[O:31]=[CH:32][N:33]([CH3:34])[CH3:35].[OH2:19].[SH-:20].[s:22]1[c:23]([CH2:27][CH2:28][CH2:29][Cl:30])[cH:24][cH:25][cH:26]1>>[c:2]1([S:20][CH2:29][CH2:28][CH2:27][c:23]2[s:22][cH:26][cH:25][cH:24]2)[n:3][s:4][n:5][c:6]1-[c:7]1[cH:8][n:9][cH:10][cH:11][cH:12]1. Reactants: CCN(C(C)C)C(C)C (DIPEA), C1(=CC=CC=C1)C1=CC(=NN1)C(=O)NCC(=O)O ([(5-phenyl-1H-pyrazole-3-carbonyl)-amino]-acetic acid), CCN=C=NCCCN(C)C.Cl (EDCI.HCl), Cl.Cl.FC=1C=CC(=C(C1)NC1CCNCC1)C(F)(F)F ((5-fluoro-2-trifluoromethyl-phenyl)-piperidin-4-yl-amine dihydrochloride), C=1C=CC2=C(C1)N=NN2O (HOBt), Intermediate 3. Solvent: CN(C)C=O (DMF), O (water). Conditions: time 8 hour. Yields the product FC=1C=CC(=C(C1)NC1CCN(CC1)C(CNC(=O)C1=NNC(=C1)C1=CC=CC=C1)=O)C(F)(F)F (5-phenyl-1H-pyrazole-3-carboxylic acid {2-[4-(5-fluoro-2-trifluoromethyl-phenylamino)-piperidin-1-yl]-2-oxo-ethyl}-amide). The yield is 44.4%. As a reaction SMILES: CCN(C(C)C)C(C)C.[C:10]1([C:16]2[NH:20][N:19]=[C:18]([C:21]([NH:23][CH2:24][C:25]([OH:27])=O)=[O:22])[CH:17]=2)[CH:15]=[CH:14][CH:13]=[CH:12][CH:11]=1.C1C=CC2N(O)N=NC=2C=1.CCN=C=NCCCN(C)C.Cl.Cl.Cl.[F:52][C:53]1[CH:54]=[CH:55][C:56]([C:66]([F:69])([F:68])[F:67])=[C:57]([NH:59][CH:60]2[CH2:65][CH2:64][NH:63][CH2:62][CH2:61]2)[CH:58]=1>CN(C=O)C.O>[F:52][C:53]1[CH:54]=[CH:55][C:56]([C:66]([F:69])([F:67])[F:68])=[C:57]([NH:59][CH:60]2[CH2:61][CH2:62][N:63]([C:25](=[O:27])[CH2:24][NH:23][C:21]([C:18]3[CH:17]=[C:16]([C:10]4[CH:11]=[CH:12][CH:13]=[CH:14][CH:15]=4)[NH:20][N:19]=3)=[O:22])[CH2:64][CH2:65]2)[CH:58]=1 |f:3.4,5.6.7|. Procedure: DIPEA (232 mg, 1.8 mmol) was added to a stirred solution of [(5-phenyl-1H-pyrazole-3-carbonyl)-amino]-acetic acid (148 mg, 0.6 mmol) in DMF (2 mL) followed by HOBt (95 mg, 0.7 mmol) and EDCI.HCl (137 mg, 0.7 mmol). After 2 minutes (5-fluoro-2-trifluoromethyl-phenyl)-piperidin-4-yl-amine dihydrochloride (prepared according to the method used for the synthesis of Intermediate 3) (150 mg, 0.6 mmol) was added to the reaction mixture and stirring was continued at ambient temperature overnight. The re...